Dataset: the Open Reaction Database (ORD), a public repository of structured organic reaction records. Task: describe an organic reaction: reactants, conditions, products, and yield Starting materials: [OH-].[Na+] (sodium hydroxide), BrC=1C=CC(=C(C1)[N+](=O)[O-])C (5-bromo-2-methylnitrobenzene), [Cl-].[NH4+] (ammonium chloride), C(C)O (ethanol). The reagents and catalysts are [Fe] (iron). The solvent is O (water). The product is BrC=1C=CC(=C(N)C1)C (5-Bromo-2-methylaniline). Yield: 102.2%. Reaction SMILES: [Br:1][C:2]1[CH:3]=[CH:4][C:5]([CH3:11])=[C:6]([N+:8]([O-])=O)[CH:7]=1.[Cl-].[NH4+].C(O)C.[OH-].[Na+]>[Fe].O>[Br:1][C:2]1[CH:3]=[CH:4][C:5]([CH3:11])=[C:6]([CH:7]=1)[NH2:8] |f:1.2,4.5|. Reported procedure: A slurry of 5-bromo-2-methylnitrobenzene (3.00 g), iron powder (3.11 g), and ammonium chloride (2.97 g), in 3:1 ethanol : water (50 ml) was heated at reflux temperature for 1 hour. The mixture was poured into 10% aqueous sodium hydroxide and filtered through Celite®. The filtrate was then extracted with ethyl acetate, the extracts washed with brine, dried over magnesium sulfate, filtered and evaporated to afford the subtitle compound as an oil (2.64 g). Starting materials: NC=1C=C(C=C(C1N)C)O (3,4-diamino-5-methylphenol), C(OC)(OC)(OC)OC (tetramethyl orthocarbonate), [OH-].[Na+] (NaOH). Solvent: C(C)(=O)O (acetic acid). Reaction conditions: time 4 hour. The product is COC1=NC2=C(N1)C=C(C=C2C)O (2-methoxy-4-methyl-1H-benzo[d]imidazol-6-ol). Reaction SMILES: [NH2:1][C:2]1[CH:3]=[C:4]([OH:10])[CH:5]=[C:6]([CH3:9])[C:7]=1[NH2:8].[C:11](OC)(OC)(OC)[O:12][CH3:13].[OH-].[Na+]>C(O)(=O)C>[CH3:11][O:12][C:13]1[NH:1][C:2]2[CH:3]=[C:4]([OH:10])[CH:5]=[C:6]([CH3:9])[C:7]=2[N:8]=1 |f:2.3|. Procedure details: 0.60 g (4.34 mmol) 3,4-diamino-5-methylphenol were placed in 2 mL acetic acid. 4.0 mL (0.03 mol) tetramethyl orthocarbonate were added and the mixture was stirred for 4 h at RT. The reaction mixture was purified by chromatography. The fractions containing product were combined and evaporated down i.vac. to leave the aqueous residue. This was neutralised with a 1M aqueous NaOH solution and extracted with ethyl acetate. The organic phase was dried and evaporated down i.vac. The reactants are C(C=C)NC1=CC=C(C=C1)C1=CC(=NN1C1=CC=C(C=C1)C)CC(C(=O)O)C=1C=C(C=CC1)C (3-[5-(4-Allylamino-phenyl)-1-p-tolyl-1H-pyrazol-3-yl]-2-m-tolyl-propionic acid), CS(=O)(=O)O (methanesulfonic acid). The reagents and catalysts are [Pd] (Pd/C). The solvent is C(C)O (ethanol). Conditions: temperature 65 celsius, time 2 hour. Yields the product N1=CC=CC2=CC(=CC=C12)C1=CC(=NN1C1=CC=C(C=C1)C)CC(C(=O)O)C=1C=C(C=CC1)C (3-(5-Quinolin-6-yl-1-p-tolyl-1H-pyrazol-3-yl)-2-m-tolyl-propionic acid), NC1=CC=C(C=C1)C1=CC(=NN1C1=CC=C(C=C1)C)CC(C(=O)O)C=1C=C(C=CC1)C (3-[5-(4-amino-phenyl)-1-p-tolyl-1H-pyrazol-3-yl]-2-m-tolyl-propionic acid). Yield: 35.0%. RXN SMILES: [CH2:1]([NH:4][C:5]1[CH:10]=[CH:9][C:8]([C:11]2[N:15]([C:16]3[CH:21]=[CH:20][C:19]([CH3:22])=[CH:18][CH:17]=3)[N:14]=[C:13]([CH2:23][CH:24]([C:28]3[CH:29]=[C:30]([CH3:34])[CH:31]=[CH:32][CH:33]=3)[C:25]([OH:27])=[O:26])[CH:12]=2)=[CH:7][CH:6]=1)[CH:2]=[CH2:3].CS(O)(=O)=O>C(O)C.[Pd]>[N:4]1[C:5]2[C:10](=[CH:9][C:8]([C:11]3[N:15]([C:16]4[CH:21]=[CH:20][C:19]([CH3:22])=[CH:18][CH:17]=4)[N:14]=[C:13]([CH2:23][CH:24]([C:28]4[CH:29]=[C:30]([CH3:34])[CH:31]=[CH:32][CH:33]=4)[C:25]([OH:27])=[O:26])[CH:12]=3)=[CH:7][CH:6]=2)[CH:3]=[CH:2][CH:1]=1.[NH2:4][C:5]1[CH:10]=[CH:9][C:8]([C:11]2[N:15]([C:16]3[CH:17]=[CH:18][C:19]([CH3:22])=[CH:20][CH:21]=3)[N:14]=[C:13]([CH2:23][CH:24]([C:28]3[CH:29]=[C:30]([CH3:34])[CH:31]=[CH:32][CH:33]=3)[C:25]([OH:27])=[O:26])[CH:12]=2)=[CH:7][CH:6]=1. Reported procedure: To a solution of 3-[5-(4-allylamino-phenyl)-1-p-tolyl-1H-pyrazol-3-yl]-2-m-tolyl-propionic acid ethyl ester (Example 94, Step A; 70 mg, 0.15 mmol) in ethanol (1 mL) was added 10% Pd/C (26 mg) and methanesulfonic acid (0.01 mL, 0.15 mmol, 1 equiv). The mixture was stirred at 65° C. for 2 h. The catalyst was removed by filtering the reaction mixture through a CELITE® pad, and the pad was rinsed with EtOH (1.5 mL). The combined filtrates were concentrated under reduced pressure. The crude residue w... Reaction conditions: temperature 120 celsius, time 2 day. Product: C(C)(C)OC1=CC(=NN1)N (5-isopropoxy-1H-pyrazole-3-amine). Isolated yield 15.0%. Reaction SMILES: CS(O)(=O)=O.[NH2:6][C:7]1(N)[CH:11]=[C:10]([OH:12])[N:9]=[N:8]1.[CH3:14][CH:15](O)[CH3:16]>>[CH:15]([O:12][C:10]1[NH:9][N:8]=[C:7]([NH2:6])[CH:11]=1)([CH3:16])[CH3:14]. Reactants: CS(=O)(=O)O (Methanesulfonic acid), NC1(N=NC(=C1)O)N (3-amino-5-hydroxypyrazolamine), CC(C)O (2-propanol). Procedure details: Methanesulfonic acid (25 mL) was added to a 2-propanol (250 mL) solution of 3-amino-5-hydroxypyrazolamine (25 g), and stirred at 120° C. for 2 days. The reaction liquid was left cooled, and the solvent was evaporated off under reduced pressure. Aqueous saturated sodium hydrogencarbonate solution was added to the residue, then extracted with ethyl acetate, and dried with sodium sulfate. The drying agent was removed through filtration, and the solvent was evaporated off under reduced pressure to g... Reactants: FC1=C(C=CC(=C1)F)C1(OC1)C(F)(F)SCC (2-(2,4-difluorophenyl)-2-[(ethylthio)(difluoro)methyl]oxirane), N1N=CN=C1 (1,2,4-triazole), C([O-])([O-])=O.[K+].[K+] (potassium carbonate), O (water). Run in CS(=O)C (DMSO). Reaction conditions: temperature 60 celsius, time 2 hour. The product is FC1=C(C=CC(=C1)F)C(C(F)(F)SCC)(CN1N=CN=C1)O (2-(2,4-difluorophenyl)-1-(ethylthio)-1,1-difluoro-3-(1H-1,2,4-triazol-1-yl)-2-propanol). Yield: 28.0%. As a reaction SMILES: [F:1][C:2]1[CH:7]=[C:6]([F:8])[CH:5]=[CH:4][C:3]=1[C:9]1([C:12]([S:15][CH2:16][CH3:17])([F:14])[F:13])[CH2:11][O:10]1.[NH:18]1[CH:22]=[N:21][CH:20]=[N:19]1.C(=O)([O-])[O-].[K+].[K+].O>CS(C)=O>[F:1][C:2]1[CH:7]=[C:6]([F:8])[CH:5]=[CH:4][C:3]=1[C:9]([OH:10])([CH2:11][N:18]1[CH:22]=[N:21][CH:20]=[N:19]1)[C:12]([S:15][CH2:16][CH3:17])([F:14])[F:13] |f:2.3.4|. Reported procedure: To a solution of 2-(2,4-difluorophenyl)-2-[(ethylthio)(difluoro)methyl]oxirane (4.3 g, 0.016 mol) in DMSO (50 ml), 1,2,4-triazole (2.98 g, 0.043 mol) and potassium carbonate (5.96 g, 0.043 mol) were added, followed by stirring at 60° C. for 2 hours. After the completion of the reaction, water was added to the reaction mixture. The resulting mixture was extracted with ethyl acetate. The extract was washed successively with water and saturated saline and dried over magnesium sulfate. The solvent w... Reactants: Cc1cc(F)ccc1C1CC(=O)C=CN1C(=O)OCc1ccccc1, CC(=O)O, [Zn]. Yields the product Cc1cc(F)ccc1C1CC(=O)CCN1C(=O)OCc1ccccc1. As a reaction SMILES: [CH2:1]([c:2]1[cH:3][cH:4][cH:5][cH:6][cH:7]1)[O:8][C:9](=[O:10])[N:11]1[CH:12]([c:18]2[c:19]([CH3:25])[cH:20][c:21]([F:24])[cH:22][cH:23]2)[CH2:13][C:14](=[O:17])[CH:15]=[CH:16]1.[CH3:27][C:28](=[O:29])[OH:30].[Zn:26]>>[CH2:1]([c:2]1[cH:3][cH:4][cH:5][cH:6][cH:7]1)[O:8][C:9](=[O:10])[N:11]1[CH:12]([c:18]2[c:19]([CH3:25])[cH:20][c:21]([F:24])[cH:22][cH:23]2)[CH2:13][C:14](=[O:17])[CH2:15][CH2:16]1.